This data is from the Open Reaction Database (ORD), a public repository of structured organic reaction records. The task is: describe an organic reaction: reactants, conditions, products, and yield Reactants: F.NC=1C=C(C=CC1[N+](=O)[O-])N1CCNCC1 (1-(3-Amino-4-nitrophenyl)piperazine hydrofluoride), C(C)O.O (ethanol water), [H][H] (hydrogen), [H][H] (hydrogen). Reagents/catalysts: [Pd] (Pd on carbon). Product: C(C)(=O)O.N1(CCNCC1)C=1C=C2N=CC=NC2=CC1 (6-(1-Piperazinyl)quinoxaline acetate). As a reaction SMILES: F.[NH2:2][C:3]1[CH:4]=[C:5]([N:12]2[CH2:17][CH2:16][NH:15][CH2:14][CH2:13]2)[CH:6]=[CH:7][C:8]=1[N+:9]([O-])=[O:10].[H][H].[CH2:20]([OH:22])[CH3:21].O>[Pd]>[C:20]([OH:10])(=[O:22])[CH3:21].[N:12]1([C:5]2[CH:4]=[C:3]3[C:8](=[CH:7][CH:6]=2)[N:9]=[CH:21][CH:20]=[N:2]3)[CH2:17][CH2:16][NH:15][CH2:14][CH2:13]1 |f:0.1,3.4,6.7|. Procedure: 1-(3-Amino-4-nitrophenyl)piperazine hydrofluoride (2.2 g., 0.0091 mol) is hydrogenated in 100 ml. of a 1:1 ethanol-water mixture in the presence of 1.1 g. of 10% Pd on carbon at an initial pressure of 35-40 psiq of hydrogen at ambient temperature. After three equivalents of hydrogen have been absorbed, the mixture is vented to nitrogen and filtered through diatomaceous earth into a flask containing 2 ml. of 40% (by weight) aqueous glyoxal. The total filtrate is concentrated under vacuum, the aqu... As a reaction SMILES: CC(C)([O-])C.[K+].[Cl:7][C:8]1[S:12][C:11]([S:13]([NH:16][CH:17]2[CH:23]3[CH2:24][CH2:25][CH:18]2[CH2:19][C:20]2[CH:29]=[CH:28][C:27]([C:30]#[N:31])=[CH:26][C:21]=2[CH2:22]3)(=[O:15])=[O:14])=[CH:10][CH:9]=1.[CH3:32][O:33][CH2:34]Cl.O>C1COCC1>[Cl:7][C:8]1[S:12][C:11]([S:13]([N:16]([CH:17]2[CH:23]3[CH2:24][CH2:25][CH:18]2[CH2:19][C:20]2[CH:29]=[CH:28][C:27]([C:30]#[N:31])=[CH:26][C:21]=2[CH2:22]3)[CH2:32][O:33][CH3:34])(=[O:15])=[O:14])=[CH:10][CH:9]=1 |f:0.1|. Run in C1CCOC1 (THF). Procedure details: Potassium t-butoxide (1.0M in THF; 1.33 ml, 1.33 mmol) was added to a solution of 5-chloro-N-(2-cyano-5,6,7,8,9,10-hexahydro-6,9-methanobenzo[a][8]annulen-11-yl)thiophene-2-sulfonamide (Example 176) (350 mg, 0.89 mmol) in THF (10 ml) and stirred for 20 mins. Chloromethyl methyl ether (108 μl, 1.42 mmol) was added and the reaction stirred overnight at RT. More reagents were added as necessary until the reaction was complete by NMR. The reaction mixture was poured into water (25 ml) and extracted ... Yields the product ClC1=CC=C(S1)S(=O)(=O)N(COC)C1C2CC3=C(CC1CC2)C=C(C=C3)C#N (5-chloro-N-(2-cyano-5,6,7,8,9,10-hexahydro-6,9-methanobenzo[a][8]annulen-11-yl)-N-(methoxymethyl)thiophene-2-sulfonamide). Conditions: time 20 minute. Yield: 99.8%. The reactants are O (water), CC(C)([O-])C.[K+] (Potassium t-butoxide), ClC1=CC=C(S1)S(=O)(=O)NC1C2CC3=C(CC1CC2)C=C(C=C3)C#N (5-chloro-N-(2-cyano-5,6,7,8,9,10-hexahydro-6,9-methanobenzo[a][8]annulen-11-yl)thiophene-2-sulfonamide), COCCl (Chloromethyl methyl ether). Reactants: COc1ccc2nc(C)cc(Cl)c2c1, Cl, [NH4+], CN(C)C=O, [OH-], O, c1nc[nH]n1. Yields the product COc1ccc2nc(C)cc(-n3cncn3)c2c1. Reaction SMILES: [CH3:2][c:3]1[n:4][c:5]2[cH:6][cH:7][c:8]([O:14][CH3:15])[cH:9][c:10]2[c:11]([Cl:13])[cH:12]1.[ClH:1].[NH4+:26].[O:21]=[CH:22][N:23]([CH3:24])[CH3:25].[OH-:27].[OH2:28].[nH:16]1[n:17][cH:18][n:19][cH:20]1>>[CH3:2][c:3]1[n:4][c:5]2[cH:6][cH:7][c:8]([O:14][CH3:15])[cH:9][c:10]2[c:11](-[n:16]2[n:17][cH:18][n:19][cH:20]2)[cH:12]1. Starting materials: C(\C=C/C(=O)O)(=O)O.CN1C=CC2=C1CN(CC2C2=CC=CC=C2)C (1,6-dimethyl-4-phenyl-4,5,6,7-tetrahydro-pyrrolo[2,3-c]pyridine maleate), C=O (formalin), N1CCOCC1 (morpholine), N (ammonia). Run in C(C)(=O)O (acetic acid). Reaction conditions: time 15 minute. Yields the product CN1C(=CC2=C1CN(CC2C2=CC=CC=C2)C)CN2CCOCC2 (1,6-Dimethyl-2-morpholinomethyl-4-phenyl-4,5,6,7-tetrahydropyrrolo[2,3-c]pyridine). RXN SMILES: [C:1](O)(=O)/[CH:2]=[CH:3]\[C:4](O)=O.C[N:10]1[C:14]2[CH2:15][N:16]([CH3:25])[CH2:17][CH:18]([C:19]3[CH:24]=[CH:23][CH:22]=[CH:21][CH:20]=3)C=2C=[CH:11]1.C=O.[NH:28]1[CH2:33][CH2:32][O:31][CH2:30][CH2:29]1.N>C(O)(=O)C>[CH3:11][N:10]1[C:14]2[CH2:15][N:16]([CH3:25])[CH2:17][CH:18]([C:19]3[CH:20]=[CH:21][CH:22]=[CH:23][CH:24]=3)[C:4]=2[CH:3]=[C:2]1[CH2:1][N:28]1[CH2:33][CH2:32][O:31][CH2:30][CH2:29]1 |f:0.1|. Procedure details: A mixture of 1.7 gm of 1,6-dimethyl-4-phenyl-4,5,6,7-tetrahydro-pyrrolo[2,3-c]pyridine maleate, 5 ml of glacial acetic acid, 2 ml of a 30% formalin solution and 1.5 ml of morpholine was stirred for 15 minutes at room temperature. Afterwards, the resulting solution was made alkaline with concentrated ammonia and extracted twice with ether. The organic phase was washed twice with water and, after drying, evaporated in vacuo. The residue crystallized from diisopropylether. 700 mg=43.3% of theory of... Starting materials: CCOC(C)=O, CN(C)C=O, CCCCCC, O=C(Cl)Oc1ccccc1, COCCOc1cc2nccc(Oc3ccc(N)cc3)c2cc1C#N, O, c1ccncc1. Product: COCCOc1cc2nccc(Oc3ccc(NC(=O)Oc4ccccc4)cc3)c2cc1C#N. RXN SMILES: [C:48]([O:49][CH2:50][CH3:51])(=[O:52])[CH3:53].[CH3:43][N:44]([CH3:45])[CH:46]=[O:47].[CH3:54][CH2:55][CH2:56][CH2:57][CH2:58][CH3:59].[Cl:32][C:33](=[O:34])[O:35][c:36]1[cH:37][cH:38][cH:39][cH:40][cH:41]1.[NH2:1][c:2]1[cH:3][cH:4][c:5]([O:6][c:7]2[cH:8][cH:9][n:10][c:11]3[cH:12][c:13]([O:19][CH2:20][CH2:21][O:22][CH3:23])[c:14]([C:17]#[N:18])[cH:15][c:16]23)[cH:24][cH:25]1.[OH2:42].[cH:26]1[cH:27][cH:28][n:29][cH:30][cH:31]1>>[NH:1]([c:2]1[cH:3][cH:4][c:5]([O:6][c:7]2[cH:8][cH:9][n:10][c:11]3[cH:12][c:13]([O:19][CH2:20][CH2:21][O:22][CH3:23])[c:14]([C:17]#[N:18])[cH:15][c:16]23)[cH:24][cH:25]1)[C:33](=[O:34])[O:35][c:36]1[cH:37][cH:38][cH:39][cH:40][cH:41]1. The reactants are CCOC(C)=O, CCO, N#Cc1cscc1Nc1ccc(Cl)cc1[N+](=O)[O-]. Yields the product N#Cc1cscc1Nc1ccc(Cl)cc1N. RXN SMILES: [CH3:19][CH2:20][O:21][C:22](=[O:23])[CH3:24].[CH3:25][CH2:26][OH:27].[Cl:1][c:2]1[cH:3][c:4]([N+:16]([O-:17])=[O:18])[c:5]([NH:6][c:7]2[cH:8][s:9][cH:10][c:11]2[C:12]#[N:13])[cH:14][cH:15]1>>[Cl:1][c:2]1[cH:3][c:4]([NH2:16])[c:5]([NH:6][c:7]2[cH:8][s:9][cH:10][c:11]2[C:12]#[N:13])[cH:14][cH:15]1. Procedure details: 2,8-Dimethyl-1-oxa-8-azaspiro[4.5]decan-3-one (1.0 g, 5.5 mmol) and semicarbazide hydrochloride (1 g) were dissolved in abs. EtOH (50 ml). The reaction was stirred at room temperature overnight. The reaction was concentrated in vacuo and the residue was dissolved in chloroform and washed with saturated Na2CO3. The chloroform layer was dried and concentrated to give the crude product which was purified by chromatography on silica gel and elution with ammoniated 2-10% MeOH/CHC3. The solid obtained... Yields the product C(\C=C/C(=O)O)(=O)O.CC1OC2(CC1=NNC(=O)N)CCN(CC2)C (2,8-Dimethyl-1-oxa-8-azaspiro[4.5]decan-3-one semicarbazone maleate). Starting materials: maleate salt, CC1OC2(CC1=O)CCN(CC2)C (2,8-Dimethyl-1-oxa-8-azaspiro[4.5]decan-3-one), Cl.NNC(=O)N (semicarbazide hydrochloride), C(C)(=O)OCC (ethyl acetate), CCO (EtOH), C(C)(=O)OCC (ethyl acetate). As a reaction SMILES: [CH3:1][CH:2]1[C:6](=O)[CH2:5][C:4]2([CH2:12][CH2:11][N:10]([CH3:13])[CH2:9][CH2:8]2)[O:3]1.Cl.[NH2:15][NH:16][C:17]([NH2:19])=[O:18].[CH3:20][CH2:21][OH:22].[C:23]([O:26]CC)(=[O:25])[CH3:24]>>[C:23]([OH:26])(=[O:25])/[CH:24]=[CH:20]\[C:21]([OH:3])=[O:22].[CH3:1][CH:2]1[C:6](=[N:15][NH:16][C:17]([NH2:19])=[O:18])[CH2:5][C:4]2([CH2:12][CH2:11][N:10]([CH3:13])[CH2:9][CH2:8]2)[O:3]1 |f:1.2,5.6|. Run at time 8 hour. Starting materials: CCOC(=O)C(C)N, ClC(Cl)Cl, O=C(CCl)Nc1c2c(nc3ccccc13)CCCC2, O. Yields the product CCOC(=O)C(C)NCC(=O)Nc1c2c(nc3ccccc13)CCCC2. RXN SMILES: [CH2:20]([CH3:21])[O:22][C:23]([CH:24]([NH2:25])[CH3:26])=[O:27].[CH:28]([Cl:29])([Cl:30])[Cl:31].[Cl:1][CH2:2][C:3](=[O:4])[NH:5][c:6]1[c:7]2[cH:8][cH:9][cH:10][cH:11][c:12]2[n:13][c:14]2[c:19]1[CH2:18][CH2:17][CH2:16][CH2:15]2.[OH2:32]>>[CH2:2]([C:3](=[O:4])[NH:5][c:6]1[c:7]2[cH:8][cH:9][cH:10][cH:11][c:12]2[n:13][c:14]2[c:19]1[CH2:18][CH2:17][CH2:16][CH2:15]2)[NH:25][CH:24]([C:23]([O:22][CH2:20][CH3:21])=[O:27])[CH3:26]. Starting materials: C(C)(C)(C)OC1=C(CNC(=O)[C@]2(C=CC(C2)N2C(=CC=C2C)C)C(C)C)C=C(C=C1)C(F)(F)F ((1S)—N-[2-tert-butoxy-5-(trifluoromethyl)benzyl]-4-(2,5-dimethyl-1H-pyrrol-1-yl)-1-isopropylcyclopent-2-ene-1-carboxamide), C(C1=CC=CC=C1)OC(=O)[C@@]1(CC(CC1)N1CCC(CC1)C=1C=C(C(=O)OC)C=CC1)C(C)C (methyl 3-(1-{(3S)-3-[(benzyloxy)carbonyl]-3-isopropylcyclopentyl}piperidin-4-yl)benzoate). Product: C(C)(C)[C@]1(CC(CC1)N1CCC(CC1)C1=CC(=CC=C1)C(=O)OC)C(=O)O ((1S)-1-Isopropyl-3-{4-[3-(methoxycarbonyl)phenyl]piperidin-1-yl}cyclopentane carboxylic acid). RXN SMILES: C(OC1C=CC(C(F)(F)F)=CC=1CNC([C@]1(C(C)C)CC(N2C(C)=CC=C2C)C=C1)=O)(C)(C)C.C([O:42][C:43]([C@@:45]1([CH:66]([CH3:68])[CH3:67])[CH2:49][CH2:48][CH:47]([N:50]2[CH2:55][CH2:54][CH:53]([C:56]3[CH:57]=[C:58]([CH:63]=[CH:64][CH:65]=3)[C:59]([O:61][CH3:62])=[O:60])[CH2:52][CH2:51]2)[CH2:46]1)=[O:44])C1C=CC=CC=1>>[CH:66]([C@:45]1([C:43]([OH:44])=[O:42])[CH2:49][CH2:48][CH:47]([N:50]2[CH2:55][CH2:54][CH:53]([C:56]3[CH:65]=[CH:64][CH:63]=[C:58]([C:59]([O:61][CH3:62])=[O:60])[CH:57]=3)[CH2:52][CH2:51]2)[CH2:46]1)([CH3:68])[CH3:67]. Procedure details: (1S)-1-Isopropyl-3-{4-[3-(methoxycarbonyl)phenyl]piperidin-1-yl}cyclopentane carboxylic acid was synthesized as described for INTERMEDIATE 3 (procedure A, step F) using methyl 3-(1-{(3S)-3-[(benzyloxy)carbonyl]-3-isopropylcyclopentyl}piperidin-4-yl)benzoate as starting material. The desired was obtained as a 10:1 mixture of cis: trans around the cyclopentane ring. Reactants: Cl (HCl), COC(C1=C(C=C(C=C1)OC1=CC(=C(C=C1)C(C(C(F)(F)F)(C=1C=CC2=C(N(C(O2)=O)C)C1)O)C)Cl)Cl)=O (2-Chloro-4-{3-chloro-4-[3,3,3-trifluoro-2-hydroxy-1-methyl-2-(3-methyl-2-oxo-2,3-dihydro-benzooxazol-5-yl)-propyl]-phenoxy}-benzoic acid methyl ester), ice water, [Li+].[OH-] (LiOH). Run in C1CCOC1 (THF). Reaction conditions: time 5 hour. Product: ClC1=C(C(=O)O)C=CC(=C1)OC1=CC(=C(C=C1)C(C(C(F)(F)F)(C=1C=CC2=C(N(C(O2)=O)C)C1)O)C)Cl (2-Chloro-4-{3-chloro-4-[3,3,3-trifluoro-2-hydroxy-1-methyl-2-(3-methyl-2-oxo-2,3-dihydro-benzooxazol-5-yl)-propyl]-phenoxy}-benzoic acid). RXN SMILES: C[O:2][C:3](=[O:38])[C:4]1[CH:9]=[CH:8][C:7]([O:10][C:11]2[CH:16]=[CH:15][C:14]([CH:17]([CH3:35])[C:18]([OH:34])([C:23]3[CH:24]=[CH:25][C:26]4[O:30][C:29](=[O:31])[N:28]([CH3:32])[C:27]=4[CH:33]=3)[C:19]([F:22])([F:21])[F:20])=[C:13]([Cl:36])[CH:12]=2)=[CH:6][C:5]=1[Cl:37].[Li+].[OH-].Cl>C1COCC1>[Cl:37][C:5]1[CH:6]=[C:7]([O:10][C:11]2[CH:16]=[CH:15][C:14]([CH:17]([CH3:35])[C:18]([OH:34])([C:23]3[CH:24]=[CH:25][C:26]4[O:30][C:29](=[O:31])[N:28]([CH3:32])[C:27]=4[CH:33]=3)[C:19]([F:22])([F:21])[F:20])=[C:13]([Cl:36])[CH:12]=2)[CH:8]=[CH:9][C:4]=1[C:3]([OH:38])=[O:2] |f:1.2|. Procedure details: 2-Chloro-4-{3-chloro-4-[3,3,3-trifluoro-2-hydroxy-1-methyl-2-(3-methyl-2-oxo-2,3-dihydro-benzooxazol-5-yl)-propyl]-phenoxy}-benzoic acid methyl ester (33 mg, obtained in Example 173, step 1) was dissolved in THF (2 mL) followed by the addition of aqueous LiOH solution (1.0M, 0.14 mL). The mixture was stirred for 5 hours at r.t. The reaction mixture was poured into ice/water and acified with 1M aqueous HCl to pH 1. The aqueous layer was extracted three times with ethylacetate. The combined organi...